Dataset: the Open Reaction Database (ORD), a public repository of structured organic reaction records. Task: describe an organic reaction: reactants, conditions, products, and yield Reactants: FC(C(=O)O)(F)F.NN=CNC=1C=C(C=CC1)C(=O)NCC(=O)NC(CC(=O)OCC)C1=CC=CC=C1 ((±)ethyl β-[[2-[[[3-[(aminoiminomethyl)-amino]phenyl]carbonyl]amino]acetyl]amino]-benzenepropanoate, trifluoroacetate salt), [Li+].[OH-] (LiOH), C(=O)(C(F)(F)F)O (TFA). Run in O (H2O). Run at time 1 hour. The product is FC(C(=O)O)(F)F.NN=CNC=1C=C(C=CC1)C(=O)NCC(=O)NC(CC(=O)O)C1=CC=CC=C1 (β-[[2-[[[3-[(aminoiminomethyl)amino]phenyl]carbonyl]-amino]acetyl]amino]benzenepropanoic acid, trifluoroacetate salt). The yield is 80.4%. Reaction SMILES: [F:1][C:2]([F:7])([F:6])[C:3]([OH:5])=[O:4].[NH2:8][N:9]=[CH:10][NH:11][C:12]1[CH:13]=[C:14]([C:18]([NH:20][CH2:21][C:22]([NH:24][CH:25]([C:32]2[CH:37]=[CH:36][CH:35]=[CH:34][CH:33]=2)[CH2:26][C:27]([O:29]CC)=[O:28])=[O:23])=[O:19])[CH:15]=[CH:16][CH:17]=1.[Li+].[OH-].C(O)(C(F)(F)F)=O>O>[F:1][C:2]([F:7])([F:6])[C:3]([OH:5])=[O:4].[NH2:8][N:9]=[CH:10][NH:11][C:12]1[CH:13]=[C:14]([C:18]([NH:20][CH2:21][C:22]([NH:24][CH:25]([C:32]2[CH:37]=[CH:36][CH:35]=[CH:34][CH:33]=2)[CH2:26][C:27]([OH:29])=[O:28])=[O:23])=[O:19])[CH:15]=[CH:16][CH:17]=1 |f:0.1,2.3,6.7|. Procedure details: To the product of Example 3 (0.37 g, 0.0007 mole) in H2O (10 ml) was added LiOH (80 mg, 0.002 mole). The reaction mixture was stirred at room temperature for 1 hour. The pH was lowered to ≃3 with TFA and the product was isolated by RPHPLC to yield β-[[2-[[[3-[(aminoiminomethyl)amino]phenyl]carbonyl]-amino]acetyl]amino]benzenepropanoic acid, trifluoroacetate salt (280 mg) as a white solid. MS and NMR were consistent with the desired structure.